This data is from the Open Reaction Database (ORD), a public repository of structured organic reaction records. The task is: describe an organic reaction: reactants, conditions, products, and yield The reactants are S.[Na] (sodium hydrogen sulphide), C(C(C)(C)C)C(=O)C1=CC=C(C=C1)Cl (4-(neopentylcarbonyl)-chlorobenzene). Run in CN1C(CCC1)=O (N-methylpyrrolidone). Conditions: temperature 140 celsius. The product is C(C(C)(C)C)C(=O)C1=CC=C(C=C1)S (4-(neopentylcarbonyl)-thiophenol). As a reaction SMILES: [SH2:1].[Na].[CH2:3]([C:8]([C:10]1[CH:15]=[CH:14][C:13](Cl)=[CH:12][CH:11]=1)=[O:9])[C:4]([CH3:7])([CH3:6])[CH3:5]>CN1CCCC1=O>[CH2:3]([C:8]([C:10]1[CH:15]=[CH:14][C:13]([SH:1])=[CH:12][CH:11]=1)=[O:9])[C:4]([CH3:7])([CH3:6])[CH3:5] |f:0.1,^1:1|. Reported procedure: 18.5 g (0.2 mol) of sodium hydrogen sulphide (NaSH·H2O) in 100 ml of N-methylpyrrolidone are introduced and the water is removed by partial distillation with xylene. The mixture is cooled to 140° C., 21.05 g (0.1 mol) of 4-(neopentylcarbonyl)-chlorobenzene are added, and the mixture is further reacted at 160° C. for 3 hours and worked up as described in Example I-1 to give 14 g (70% of theory) of the desired product of boiling point: 110°-115° C./0.1 mbar. The reactants are C=1(C(=CC=CC1)S(=O)(=O)O)C (Toluene sulfonic acid), COC1=CC=C(C=C1)N2C(=O)C3=C4C(=CC=C5C4=C(C=C3)C6=C7C5=CC=C8C7=C(C=C6)C(=O)N(C8=O)C9=CC=C(C=C9)OC)C2=O (perylene red), Ice. Solvent: O (water). Run at temperature 140 celsius, time 20 minute. Yields the product C1=CC=C2C=CC=C3C4=CC=CC5=CC=CC(C1=C23)=C45 (perylene). Reaction SMILES: C1(C)C(S(O)(=O)=O)=CC=CC=1.COC1C=CC(N2C(=O)[C:25]3=[CH:26][CH:27]=[C:28]4[C:35]5=[CH:36][CH:37]=[C:38]6C(=O)N(C7C=CC(OC)=CC=7)C(=O)[C:40]7[CH:41]=[CH:42][C:33](=[C:34]5[C:39]6=7)[C:30]5[CH:31]=[CH:32][C:23](=[C:24]3[C:29]4=5)C2=O)=CC=1>O>[CH:36]1[C:35]2=[C:34]3[C:33]([C:30]4[C:29]5[C:24](=[CH:25][CH:26]=[CH:27][C:28]2=5)[CH:23]=[CH:32][CH:31]=4)=[CH:42][CH:41]=[CH:40][C:39]3=[CH:38][CH:37]=1. Procedure details: Toluene sulfonic acid (TSA, monohydrate, 250 g) was heated in a kettle to 115 to 120° C. until melted and perylene red 179 (83.3 g) was charged to the kettle at a rate of 10 g per 2 minutes. Upon completion of the charge, the mixture was stirred for 20 minutes and held at 115-120° C. for 2 hours. The reaction medium was allowed to solidify on cooling and reheated to 115 to 120° C. for another 6 hours to yield a conditioned pigment. Ice (500 g) and water (1L) were then added to the hot mixture wi... Reactants: CC(=O)O (AcOH), BrC=1C=NC(=NC1)C(F)(F)F (5-bromo-2-trifluoromethyl-pyrimidine), C(C)OC(CC#N)=O (cyano-acetic acid ethyl ester), CC(C)(C)[O-].[K+] (t-BuOK). Reagents/catalysts: CC(=O)[O-].CC(=O)[O-].[Pd+2] (Pd(OAc)2), C1=CC=C(C=C1)P([C-]2C=CC=C2)C3=CC=CC=C3.C1=CC=C(C=C1)P([C-]2C=CC=C2)C3=CC=CC=C3.[Fe+2] (dppf). Run in O1CCOCC1 (1,4-dioxane), O1CCOCC1 (1,4-dioxane). Conditions: temperature 70 celsius. Product: C(C)OC(C(C=1C=NC(=NC1)C(F)(F)F)C#N)=O (cyano-(2-trifluoromethyl-pyrimidin-5-yl)-acetic acid ethyl ester). Isolated yield 12.2%. RXN SMILES: Br[C:2]1[CH:3]=[N:4][C:5]([C:8]([F:11])([F:10])[F:9])=[N:6][CH:7]=1.[CH2:12]([O:14][C:15](=[O:19])[CH2:16][C:17]#[N:18])[CH3:13].CC([O-])(C)C.[K+].CC(O)=O>O1CCOCC1.CC([O-])=O.CC([O-])=O.[Pd+2].C1C=CC(P(C2C=CC=CC=2)[C-]2C=CC=C2)=CC=1.C1C=CC(P(C2C=CC=CC=2)[C-]2C=CC=C2)=CC=1.[Fe+2]>[CH2:12]([O:14][C:15](=[O:19])[CH:16]([C:17]#[N:18])[C:2]1[CH:3]=[N:4][C:5]([C:8]([F:11])([F:10])[F:9])=[N:6][CH:7]=1)[CH3:13] |f:2.3,6.7.8,9.10.11|. Reported procedure: A mixture of 5-bromo-2-trifluoromethyl-pyrimidine (1.0 g, 4.41 mmol) and cyano-acetic acid ethyl ester (1.0 g, 4.41 mmol) was added into a suspension of t-BuOK (17.64 mL, 17.64 mmol, 1M in THF) in 1,4-dioxane (10 mL) under Ar atmosphere. To the resulting mixture was added a solution of Pd(OAc)2 (10 mg, 44.1 μmol) and dppf (48.9 mg, 88.2 μmol) in 1,4-dioxane (1 mL). The resulting mixture was heated to 70° C. for 1 h. The reaction mixture was adjusted pH to 7˜8 with 1N AcOH and extracted with EtOA... The reactants are O1C(CN2C=NC=3N(C(N(C)C(C23)=O)=O)C)C1 (7-(2,3-epoxypropyl)-theophylline), C1(=CC=CC=C1)SCCCN1CCNCC1 (1-(3-phenylthiopropyl)-piperazine). Run in C(C)O (ethanol). The product is C1(=CC=CC=C1)SCCCN1CCN(CC1)CC(CN1C=NC=2N(C(N(C)C(C12)=O)=O)C)O (7-[3-[4-(3-Phenylthiopropyl)-1-piperazinyl]-2-hydroxypropyl]-theophylline). As a reaction SMILES: [O:1]1[CH2:17][CH:2]1[CH2:3][N:4]1[C:13]2[C:12](=[O:14])[N:10]([CH3:11])[C:9](=[O:15])[N:8]([CH3:16])[C:7]=2[N:6]=[CH:5]1.[C:18]1([S:24][CH2:25][CH2:26][CH2:27][N:28]2[CH2:33][CH2:32][NH:31][CH2:30][CH2:29]2)[CH:23]=[CH:22][CH:21]=[CH:20][CH:19]=1>C(O)C>[C:18]1([S:24][CH2:25][CH2:26][CH2:27][N:28]2[CH2:33][CH2:32][N:31]([CH2:17][CH:2]([OH:1])[CH2:3][N:4]3[C:13]4[C:12](=[O:14])[N:10]([CH3:11])[C:9](=[O:15])[N:8]([CH3:16])[C:7]=4[N:6]=[CH:5]3)[CH2:30][CH2:29]2)[CH:19]=[CH:20][CH:21]=[CH:22][CH:23]=1. Procedure: A solution of ethanol (2 liters) containing 7-(2,3-epoxypropyl)-theophylline (1 mole) and 1-(3-phenylthiopropyl)-piperazine (1 mole) is refluxed for 5 hours. The ethanol is partly removed. The reaction medium crystallizes. The resulting crystals are suction filtered and may be recrystallized from ethanol. Reactants: O1C2=CSC=C2OCC1. The reagents and catalysts are O1BOC(C)(C)C1(C)C, CC1(C)CCCC(C)(C)[NH+]1c1ccccc1[B-](F)(F)F. Conditions: temperature 80 celsius, time 6 hour. Yields the product O1B(OC(C)(C)C1(C)C)C=2SC=C3OCCOC32. The yield is 85.0%. Starting materials: O1C2(C1)C1=C(CCC3=C2C=CC=C3)C=CC=C1 (10,11-dihydro-spiro[dibenzo[a,d] cycloheptene-5,2'-oxirane]), NN (hydrazine). The product is N(N)CC1(C2=C(CCC3=C1C=CC=C3)C=CC=C2)O (5-hydrazinomethyl-10,11-dihydro-5H-dibenzo[a,d]cyclo-hepten-5-ol). RXN SMILES: [O:1]1[CH2:3][C:2]21[C:9]1[CH:10]=[CH:11][CH:12]=[CH:13][C:8]=1[CH2:7][CH2:6][C:5]1[CH:14]=[CH:15][CH:16]=[CH:17][C:4]2=1.[NH2:18][NH2:19]>>[NH:18]([CH2:3][C:2]1([OH:1])[C:9]2[CH:10]=[CH:11][CH:12]=[CH:13][C:8]=2[CH2:7][CH2:6][C:5]2[CH:14]=[CH:15][CH:16]=[CH:17][C:4]1=2)[NH2:19]. Procedure: A mixture of 10.0 g. of 10,11-dihydro-spiro[dibenzo[a,d] cycloheptene-5,2'-oxirane] and 100 ml. of anhydrous hydrazine is refluxed for 3 hours, the resulting mixture evaporated in vacuo to dryness, the residue dissolved in methanol and again evaporated in vacuo to dryness. The residue is crystallized from diethyl ether to obtain 5-hydrazinomethyl-10,11-dihydro-5H-dibenzo[a,d]cyclo-hepten-5-ol, m.p. 95°-105° C. (decomp.). It was observed that this product decomposed slowly at room temperature to ... Starting materials: O[C@@H]([C@@H](C(=O)OC)NC(=O)C1=CC=C(C=C1)C(=O)C1=CC=CC=C1)C (methyl (2S,3R)-3-hydroxy-2-{[4-(phenylcarbonyl)phenyl]carbonylamino}butanoate), NCCNCC(C(NO)=O)NC(=O)C1=CC=C(C=C1)C1=CC=C(C=C1)CC (4′-Ethyl-biphenyl-4-carboxylic acid [2-(2-amino-ethylamino)-1-hydroxycarbamoyl-ethyl]-amide), C1CCOC1 (THF). The reagents and catalysts are Cl[Pd]([P](C1=CC=CC=C1)(C2=CC=CC=C2)C3=CC=CC=C3)([P](C4=CC=CC=C4)(C5=CC=CC=C5)C6=CC=CC=C6)Cl (PdCl2(PPh3)2), [Cu]I (CuI). The solvent is O (water), CCCCCC (hexane). Run at temperature 10 celsius, time 2.5 hour. The product is C1(=CC=CC=C1)C#CC1=CC=C(C(=O)O)C=C1 (4-Phenylethynyl-benzoic acid). RXN SMILES: O[C@H:2](C)[C@H:3](NC(C1C=CC(C(C2C=CC=CC=2)=O)=CC=1)=O)C(OC)=O.NCCNCC(N[C:37]([C:39]1[CH:44]=[CH:43][C:42]([C:45]2[CH:50]=[CH:49][C:48]([CH2:51][CH3:52])=CC=2)=[CH:41][CH:40]=1)=[O:38])C(=O)NO.C1C[O:56]CC1>O.CCCCCC.Cl[Pd](Cl)([P](C1C=CC=CC=1)(C1C=CC=CC=1)C1C=CC=CC=1)[P](C1C=CC=CC=1)(C1C=CC=CC=1)C1C=CC=CC=1.[Cu]I>[C:49]1([C:50]#[C:45][C:42]2[CH:41]=[CH:40][C:39]([C:37]([OH:38])=[O:56])=[CH:44][CH:43]=2)[CH:48]=[CH:51][CH:52]=[CH:3][CH:2]=1 |^1:67,86|. Reported procedure: The 4-iodo-benzoic acid methyl ester 1 (20.0 g, 76.34 mmol), ethynyl-benzene 2 (8.56 g, 83.96 mmol), PdCl2(PPh3)2 (0.65 g, 0.92 mmol), and CuI (0.35 g, 1.83 mmol) were mixed with THF (110 ml) in a round bottom under argon. The dry THF was sparged with dry, oxygen-free argon for at least 5 min. immediately before use. The reaction was cooled to 10° C. and TEA (16 ml) was added. The cooling bath was removed and the reaction was stirred at RT under argon. After 2.5 h, the reaction was diluted with ...